Dataset: the Open Reaction Database (ORD), a public repository of structured organic reaction records. Task: describe an organic reaction: reactants, conditions, products, and yield The reactants are BrC1=C(C=CC(=C1)Cl)O (2-bromo-4-chlorophenol), C([O-])([O-])=O.[K+].[K+] (potassium carbonate), S(=O)(=O)(OC)OC (dimethyl sulfate). Run in CC(=O)C (acetone). Product: BrC=1C=C(C=CC1OC)Cl (3-bromo-4-methoxychlorobenzene). The yield is 99.5%. Reaction SMILES: [Br:1][C:2]1[CH:7]=[C:6]([Cl:8])[CH:5]=[CH:4][C:3]=1[OH:9].[C:10](=O)([O-])[O-].[K+].[K+].S(OC)(OC)(=O)=O>CC(C)=O>[Br:1][C:2]1[CH:7]=[C:6]([Cl:8])[CH:5]=[CH:4][C:3]=1[O:9][CH3:10] |f:1.2.3|. Procedure details: A rapidly stirred solution of 15.5 grams (0.074 mole) of 2-bromo-4-chlorophenol, 20.0 grams (0.145 mole) of anhydrous powdered potassium carbonate, and 10 mL (0.106 mole) of dimethyl sulfate in 150 mL of acetone was heated at reflux for about 18 hours. After this time, the reaction mixture was concentrated under reduced pressure to a residue. The residue was partitioned between 100 mL each of water and methylene chloride. The organic layer was removed and washed with an aqueous solution saturate... Reactants: C=CC(C)=O, CCO, Fc1ccc(C(OCCN2CCNCC2)c2ccc(F)cc2)cc1, O=C(O)C=CC(=O)O. Yields the product CC(=O)CCN1CCN(CCOC(c2ccc(F)cc2)c2ccc(F)cc2)CC1. As a reaction SMILES: [CH3:25][C:26](=[O:27])[CH:28]=[CH2:29].[CH3:38][CH2:39][OH:40].[F:1][c:2]1[cH:3][cH:4][c:5]([CH:8]([O:9][CH2:10][CH2:11][N:12]2[CH2:13][CH2:14][NH:15][CH2:16][CH2:17]2)[c:18]2[cH:19][cH:20][c:21]([F:24])[cH:22][cH:23]2)[cH:6][cH:7]1.[OH:30][C:31]([CH:32]=[CH:33][C:34](=[O:35])[OH:36])=[O:37]>>[F:1][c:2]1[cH:3][cH:4][c:5]([CH:8]([O:9][CH2:10][CH2:11][N:12]2[CH2:13][CH2:14][N:15]([CH2:29][CH2:28][C:26]([CH3:25])=[O:27])[CH2:16][CH2:17]2)[c:18]2[cH:19][cH:20][c:21]([F:24])[cH:22][cH:23]2)[cH:6][cH:7]1.